Dataset: the Open Reaction Database (ORD), a public repository of structured organic reaction records. Task: describe an organic reaction: reactants, conditions, products, and yield Reactants: COC1=C(CN2C([C@H]([C@H]2COS(=O)(=O)C2=CC=C(C=C2)C)NC(CC2=CC=CC=C2)=O)=O)C=CC(=C1)OC (cis-1-(2,4-dimethoxybenzyl)-3-phenylacetamido-4-(p-toluenesulfonyloxymethyl)-2-oxoazetidine), [I-].[Na+] (sodium iodide). The solvent is CC(=O)C (acetone). Product: COC1=C(CN2C([C@H]([C@H]2CI)NC(CC2=CC=CC=C2)=O)=O)C=CC(=C1)OC (cis-1-(2,4-dimethoxybenzyl)-4-iodomethyl-3-phenylacetamido-2-oxoazetidine). As a reaction SMILES: [CH3:1][O:2][C:3]1[CH:36]=[C:35]([O:37][CH3:38])[CH:34]=[CH:33][C:4]=1[CH2:5][N:6]1[C@H:9]([CH2:10]OS(C2C=CC(C)=CC=2)(=O)=O)[C@H:8]([NH:22][C:23](=[O:31])[CH2:24][C:25]2[CH:30]=[CH:29][CH:28]=[CH:27][CH:26]=2)[C:7]1=[O:32].[I-:39].[Na+]>CC(C)=O>[CH3:1][O:2][C:3]1[CH:36]=[C:35]([O:37][CH3:38])[CH:34]=[CH:33][C:4]=1[CH2:5][N:6]1[C@H:9]([CH2:10][I:39])[C@H:8]([NH:22][C:23](=[O:31])[CH2:24][C:25]2[CH:30]=[CH:29][CH:28]=[CH:27][CH:26]=2)[C:7]1=[O:32] |f:1.2|. Reported procedure: To 70 ml of acetone was added 2.27 g of cis-1-(2,4-dimethoxybenzyl)-3-phenylacetamido-4-(p-toluenesulfonyloxymethyl)-2-oxoazetidine and 4.95 g of sodium iodide, and the mixture is heated under reflux for 6 hours with stirring, and then concentrated in vacuo. To the residue are added methylene chloride and water to dissolve it, and the methylene chloride layer is separated and washed successively with an aqueous sodium thiosulfate solution and an aqueous sodium chloride solution. The methylene ch... The reactants are CN(C)C=O (DMF), S(=O)(Cl)Cl (thionyl chloride), FC1=CC=C(C(=O)C2CCN(CC2)CCO)C=C1 (4-(4-fluorobenzoyl)-1-(2-hydroxyethyl)piperidine). The solvent is C(Cl)Cl (methylene chloride). Conditions: time 7 hour. The product is Cl.ClCCN1CCC(CC1)C(C1=CC=C(C=C1)F)=O (1-(2-Chloroethyl)-4-(4-fluorobenzoyl)piperidine hydrochloride). Isolated yield 96.3%. RXN SMILES: [F:1][C:2]1[CH:18]=[CH:17][C:5]([C:6]([CH:8]2[CH2:13][CH2:12][N:11]([CH2:14][CH2:15]O)[CH2:10][CH2:9]2)=[O:7])=[CH:4][CH:3]=1.CN(C=O)C.S(Cl)([Cl:26])=O>C(Cl)Cl>[ClH:26].[Cl:26][CH2:15][CH2:14][N:11]1[CH2:12][CH2:13][CH:8]([C:6](=[O:7])[C:5]2[CH:17]=[CH:18][C:2]([F:1])=[CH:3][CH:4]=2)[CH2:9][CH2:10]1 |f:4.5|. Procedure: In an atmosphere of dry air, 4-(4-fluorobenzoyl)-1-(2-hydroxyethyl)piperidine (1.96 g, 7.8 mmol) was dissolved in methylene chloride (10 ml) to which, with cooling in an ice bath, were subsequently added dropwise DMF (0.1 ml) and thionyl chloride (2.5 ml, 34.2 mmol). After 7 hours of stirring at room temperature, the solvent was removed by evaporation, and the resulting residue was subjected to azeotropic distillation using benzene (15 ml×2). Thereafter, the thus obtained residue was washed with... Starting materials: O1CCCC1 (tetrahydrofuran), S(C#N)CCCCCOC1=CC(=C(C=C1)C)SCC(F)(F)F (5-thiocyanatopentyl-{4-methyl-3-(2,2,2-trifluoroethylthio)phenyl}ether), FC(F)(F)[Si](C)(C)C (trifluoromethyltrimethylsilane), [F-].C(CCC)[N+](CCCC)(CCCC)CCCC.O1CCCC1 (tetra-n-butylammonium fluoride tetrahydrofuran). Run in C(C)(=O)OCC (ethyl acetate), CCCCCC (n-hexane). Conditions: time 1 hour. The product is FC(SCCCCCOC1=CC(=C(C=C1)C)SCC(F)(F)F)(F)F (5-trifluoromethylthiopentyl-[4-methyl-3-(2,2,2-trifluoroethylthio)phenyl]ether). Isolated yield 77.0%. As a reaction SMILES: O1CCCC1.[S:6]([CH2:9][CH2:10][CH2:11][CH2:12][CH2:13][O:14][C:15]1[CH:20]=[CH:19][C:18]([CH3:21])=[C:17]([S:22][CH2:23][C:24]([F:27])([F:26])[F:25])[CH:16]=1)C#N.[F:28][C:29]([Si](C)(C)C)([F:31])[F:30].[F-].C([N+](CCCC)(CCCC)CCCC)CCC.O1CCCC1>C(OCC)(=O)C.CCCCCC>[F:28][C:29]([F:31])([F:30])[S:6][CH2:9][CH2:10][CH2:11][CH2:12][CH2:13][O:14][C:15]1[CH:20]=[CH:19][C:18]([CH3:21])=[C:17]([S:22][CH2:23][C:24]([F:27])([F:25])[F:26])[CH:16]=1 |f:3.4.5|. Procedure details: To 100 ml of tetrahydrofuran were added 1.5 g (4.3 mmol) of 5-thiocyanatopentyl-{4-methyl-3-(2,2,2-trifluoroethylthio)phenyl}ether and 1.8 g (13 mmol) of trifluoromethyltrimethylsilane. Thereto was added, at 0° C., 5 ml (5.0 mmol) of a tetra-n-butylammonium fluoride-tetrahydrofuran (1 mol/liter) solution. A reaction was carried out for 1 hour. After confirmation of the completion of the reaction, the solvent was distilled off under reduced pressure. The residue was purified by silica gel column ... The reactants are [C-]#N.[Na+] (sodium cyanide), S(=O)(=O)(OC)OC (Dimethyl sulfate), OCCCN1C(=CC=C1)N(C)C (1-(3-hydroxypropyl)-2-dimethylaminopyrrole), CC(=O)C (acetone), C(Cl)Cl (CH2Cl2). The solvent is O (water), CO (MeOH). Run at time 1 hour. Yields the product OCCCN1C(=CC=C1)CC#N (1-(3-hydroxypropyl)pyrrol-2-acetonitrile). Isolated yield 74.0%. RXN SMILES: S(OC)(OC)(=O)=O.[OH:8][CH2:9][CH2:10][CH2:11][N:12]1[CH:16]=[CH:15][CH:14]=[C:13]1N(C)C.C(Cl)Cl.[C-]#[N:24].[Na+].C[C:27]([CH3:29])=O>O.CO>[OH:8][CH2:9][CH2:10][CH2:11][N:12]1[CH:16]=[CH:15][CH:14]=[C:13]1[CH2:29][C:27]#[N:24] |f:3.4|. Reported procedure: Dimethyl sulfate (44.2 g, 0.362 moles) is added to a stirred and cooled solution of 1-(3-hydroxypropyl)-2-dimethylaminopyrrole (57 g, 0.313 moles) in acetone (285 ml), maintained in an atmosphere of nitrogen, at a rate such that the reaction temperature does not exceed 4° C. The reaction is then allowed to come to room temperature at which point stirring is continued for a further 1 hour. The reaction is complete (t.l.c., silica gel, CH2Cl2 --MeOH; 90:10) at this time and a solution of sodium cy... The reactants are [Na] (Sodium), [Rh] (rhodium), [N+](=O)([O-])[O-] (nitrate), Si Al, solutions, solution. The reagents and catalysts are C(C)(=O)[O-].[Pd+2].C(C)(=O)[O-] (palladium(II) acetate), [Pd] (palladium), [Ru](Cl)(Cl)Cl (ruthenium(III) chloride), [Ru] (ruthenium), [Pt] (platinum). Yields the product [N+](=O)([O-])[O-].[Rh+3].[N+](=O)([O-])[O-].[N+](=O)([O-])[O-] (rhodium(III) nitrate). RXN SMILES: [Na].[N+:2]([O-:5])([O-:4])=[O:3].[Rh:6]>[Pt].[Pd].[Ru].C([O-])(=O)C.[Pd+2].C([O-])(=O)C.[Ru](Cl)(Cl)Cl>[N+:2]([O-:5])([O-:4])=[O:3].[Rh+3:6].[N+:2]([O-:5])([O-:4])=[O:3].[N+:2]([O-:5])([O-:4])=[O:3] |f:6.7.8,10.11.12.13,^1:0|. Procedure: The zeolites were prepared as described in Example 2. The precious metal was added as follows. Sodium ZSM-5 (Si/Al=14) was slurried in about 0.01M solutions of the precious metal compounds of platinum, palladium and ruthenium proportioned to achieve 1% loadings. The compounds utilized for these exchanges were tetraamineplatinium nitrate, palladium(II) acetate and ruthenium(III) chloride. The rhodium loaded ZSM-5 was prepared by slurrying in an approximately 0.033M solution proportioned to give a... The reactants are C(C=C)N1CCNCC1 (1-allylpiperazine), O1CCOC2=C1C=CC(=C2)SC2=C(C=C(C=C2)C2=CC=NC=C2)C(F)(F)F (4-(4-(2,3-dihydro-benzo(1,4)dioxin-6-ylsulfanyl)-3-trifluoromethyl-phenyl)-pyridine), OC1CNCC1 (3-hydroxypyrrolidine). Product: title compound, C(C=C)N1CCN(CC1)C1=NC=CC(=C1)C1=CC(=C(C=C1)SC1=CC2=C(OCCO2)C=C1)C(F)(F)F (1-Allyl-4-(4-(4-(2,3-dihydro-benzo(1,4)dioxin-6-ylsulfanyl)-3-trifluoromethyl-phenyl)-pyridin 2-yl)-piperazine). Reaction SMILES: [O:1]1[C:6]2[CH:7]=[CH:8][C:9]([S:11][C:12]3[CH:17]=[CH:16][C:15]([C:18]4[CH:23]=[CH:22][N:21]=[CH:20][CH:19]=4)=[CH:14][C:13]=3[C:24]([F:27])([F:26])[F:25])=[CH:10][C:5]=2[O:4][CH2:3][CH2:2]1.OC1CCNC1.[CH2:34]([N:37]1[CH2:42][CH2:41][NH:40][CH2:39][CH2:38]1)[CH:35]=[CH2:36]>>[CH2:34]([N:37]1[CH2:42][CH2:41][N:40]([C:22]2[CH:23]=[C:18]([C:15]3[CH:16]=[CH:17][C:12]([S:11][C:9]4[CH:8]=[CH:7][C:6]5[O:1][CH2:2][CH2:3][O:4][C:5]=5[CH:10]=4)=[C:13]([C:24]([F:25])([F:26])[F:27])[CH:14]=3)[CH:19]=[CH:20][N:21]=2)[CH2:39][CH2:38]1)[CH:35]=[CH2:36]. Procedure: The title compound was prepared according to the procedures of Example 38E, substituting compound 76 with compound 118 (0.033 g, 0.0779 mmol) and 3-hydroxypyrrolidine with 1-allylpiperazine. A yellow solid 136 was obtained (0.037 g, 73%). 1H-NMR (CDCl3, 400 MHz) δ 2.10-2.55 (br m, 6H), 3.24-3.45 (br m, 2H), 3.7 (d, J=7.0 Hz, 2H), 4.06-4.20 (br, 2H), 4.28-4.34 (m, 4H), 5.54 (d, J=7.2 Hz, 1H), 5.61 (d, J=10.2 Hz, 1H), 6.06 (m, 1H), 6.88 (s, 1H), 6.94 (d, J=8.4 Hz, 1H), 7.02-7.06 (m, 2H), 7.09 (d, ... Starting materials: N#Cc1ccc(CBr)cc1, O=C([O-])[O-], CCO, NC(c1ccccc1)c1ccccc1, [K+], [K+]. The product is N#Cc1ccc(CNC(c2ccccc2)c2ccccc2)cc1. Reaction SMILES: [C:1](#[N:2])[c:3]1[cH:4][cH:5][c:6]([CH2:7][Br:8])[cH:9][cH:10]1.[C:25](=[O:26])([O-:27])[O-:28].[CH3:31][CH2:32][OH:33].[CH:11]([c:12]1[cH:13][cH:14][cH:15][cH:16][cH:17]1)([c:18]1[cH:19][cH:20][cH:21][cH:22][cH:23]1)[NH2:24].[K+:29].[K+:30]>>[C:1](#[N:2])[c:3]1[cH:4][cH:5][c:6]([CH2:7][NH:24][CH:11]([c:12]2[cH:13][cH:14][cH:15][cH:16][cH:17]2)[c:18]2[cH:19][cH:20][cH:21][cH:22][cH:23]2)[cH:9][cH:10]1. Reactants: Cc1nc(N2CC(C)N(Cc3ccc(C(F)(F)F)cc3)C2=O)sc1C(=O)O, Cc1nc(N2CC(C)N(Cc3ccc(F)cc3)C2=O)sc1C(=O)O, NCc1cccnc1, NCc1ccccn1. Yields the product Cc1nc(N2CC(C)N(Cc3ccc(C(F)(F)F)cc3)C2=O)sc1C(=O)NCc1ccccn1. Reaction SMILES: [CH3:41][c:42]1[n:43][c:44]([N:50]2[C:51](=[O:67])[N:52]([CH2:56][c:57]3[cH:58][cH:59][c:60]([C:63]([F:64])([F:65])[F:66])[cH:61][cH:62]3)[CH:53]([CH3:55])[CH2:54]2)[s:45][c:46]1[C:47](=[O:48])[OH:49].[F:17][c:18]1[cH:19][cH:20][c:21]([CH2:22][N:23]2[CH:24]([CH3:25])[CH2:26][N:27]([c:28]3[s:29][c:30]([C:31]([OH:32])=[O:33])[c:34]([CH3:35])[n:36]3)[C:37]2=[O:38])[cH:39][cH:40]1.[n:1]1[cH:2][cH:3][cH:4][c:5]([CH2:6][NH2:7])[cH:8]1.[n:9]1[c:10]([CH2:15][NH2:16])[cH:11][cH:12][cH:13][cH:14]1>>[n:9]1[c:10]([CH2:15][NH:16][C:47]([c:46]2[c:42]([CH3:41])[n:43][c:44]([N:50]3[C:51](=[O:67])[N:52]([CH2:56][c:57]4[cH:58][cH:59][c:60]([C:63]([F:64])([F:65])[F:66])[cH:61][cH:62]4)[CH:53]([CH3:55])[CH2:54]3)[s:45]2)=[O:48])[cH:11][cH:12][cH:13][cH:14]1.